This data is from the Open Reaction Database (ORD), a public repository of structured organic reaction records. The task is: describe an organic reaction: reactants, conditions, products, and yield Starting materials: COC=1C=C(C=C(C1)OC)NC1CCN(CC1)CC1=CC(=NC=C1)C1=CC(=C(C(=C1)OC)OC)OC (4-(3,5-Dimethoxyphenylamino)-1-[[2-(3,4,5-trimethoxyphenyl)pyridin-4-yl]methyl]piperidine), COC=1C=C(C=C(C1OC)OC)C1=CC=C(CCl)C=C1 (4-(3,4,5-trimethoxyphenyl)benzyl chloride), C1(=C(C(=C(C(=C1F)F)F)N)F)N.Cl.Cl (dihydrochloride). Yields the product Cl.Cl.COC=1C=C(C=C(C1)OC)N(CC1=CC=C(C=C1)C1=CC(=C(C(=C1)OC)OC)OC)C1CCN(CC1)CC1=CC(=NC=C1)C1=CC(=C(C(=C1)OC)OC)OC (4-[N-(3,5-Dimethoxyphenyl)-N-[4-(3,4,5-trimethoxypheny)benzyl]amino]-1-[[2-(3,4,5-trimethoxyphenyl)pyridin-4-yl]methyl]piperidine Dihydrochloride). Reaction SMILES: [CH3:1][O:2][C:3]1[CH:4]=[C:5]([NH:11][CH:12]2[CH2:17][CH2:16][N:15]([CH2:18][C:19]3[CH:24]=[CH:23][N:22]=[C:21]([C:25]4[CH:30]=[C:29]([O:31][CH3:32])[C:28]([O:33][CH3:34])=[C:27]([O:35][CH3:36])[CH:26]=4)[CH:20]=3)[CH2:14][CH2:13]2)[CH:6]=[C:7]([O:9][CH3:10])[CH:8]=1.[CH3:37][O:38][C:39]1[CH:40]=[C:41]([C:49]2[CH:56]=[CH:55][C:52]([CH2:53][Cl:54])=[CH:51][CH:50]=2)[CH:42]=[C:43]([O:47][CH3:48])[C:44]=1[O:45][CH3:46].C1(N)C(F)=C(F)C(F)=C(N)C=1F.[ClH:69].Cl>>[ClH:54].[ClH:69].[CH3:1][O:2][C:3]1[CH:4]=[C:5]([N:11]([CH:12]2[CH2:13][CH2:14][N:15]([CH2:18][C:19]3[CH:24]=[CH:23][N:22]=[C:21]([C:25]4[CH:26]=[C:27]([O:35][CH3:36])[C:28]([O:33][CH3:34])=[C:29]([O:31][CH3:32])[CH:30]=4)[CH:20]=3)[CH2:16][CH2:17]2)[CH2:53][C:52]2[CH:55]=[CH:56][C:49]([C:41]3[CH:42]=[C:43]([O:47][CH3:48])[C:44]([O:45][CH3:46])=[C:39]([O:38][CH3:37])[CH:40]=3)=[CH:50][CH:51]=2)[CH:6]=[C:7]([O:9][CH3:10])[CH:8]=1 |f:2.3.4,5.6.7|. Reported procedure: 4-(3,5-Dimethoxyphenylamino)-1-[[2-(3,4,5-trimethoxyphenyl)pyridin-4-yl]methyl]piperidine (148 mg) and 4-(3,4,5-trimethoxyphenyl)benzyl chloride (114 mg) were condensed by the same manner as described in Example 9. Yellow oil of a free base was converted to a dihydrochloride which gave yellow powder of the title compound.